Dataset: the Open Reaction Database (ORD), a public repository of structured organic reaction records. Task: describe an organic reaction: reactants, conditions, products, and yield Reactants: C(C1=CC=CC=C1)OC[C@H]1C[C@@H]2[C@@](NOC2)(CO1)C1=C(C=CC=C1)F ((3aR,5R,7aS)-5-benzyloxymethyl-7a-(2-fluorophenyl)hexahydropyrano[3,4-c]isoxazole). Reagents/catalysts: [Zn] (Zinc). Run in C(C)(=O)O (acetic acid). Reaction conditions: time 8 hour. Product: N[C@@]1([C@@H](C[C@@H](OC1)COCC1=CC=CC=C1)CO)C1=C(C=CC=C1)F ([(2R,4R,5S)-5-amino-2-benzyloxymethyl-5-(2-fluorophenyl)tetrahydropyran-4-yl]methanol). The yield is 90.3%. RXN SMILES: [CH2:1]([O:8][CH2:9][C@@H:10]1[O:18][CH2:17][C@:13]2([C:19]3[CH:24]=[CH:23][CH:22]=[CH:21][C:20]=3[F:25])[NH:14][O:15][CH2:16][C@@H:12]2[CH2:11]1)[C:2]1[CH:7]=[CH:6][CH:5]=[CH:4][CH:3]=1>C(O)(=O)C.[Zn]>[NH2:14][C@@:13]1([C:19]2[CH:24]=[CH:23][CH:22]=[CH:21][C:20]=2[F:25])[CH2:17][O:18][C@@H:10]([CH2:9][O:8][CH2:1][C:2]2[CH:7]=[CH:6][CH:5]=[CH:4][CH:3]=2)[CH2:11][C@H:12]1[CH2:16][OH:15]. Procedure: Zinc powder (4.36 g) was added to a solution of (3aR,5R,7aS)-5-benzyloxymethyl-7a-(2-fluorophenyl)hexahydropyrano[3,4-c]isoxazole (2.29 g) in acetic acid (50 ml), and the mixture was stirred at room temperature overnight. The insoluble matter was removed by filtration through celite, and the solvent was evaporated under reduced pressure. Ice was added to the residue, followed by neutralization with a 5 N sodium hydroxide solution. The aqueous layer was extracted with dichloromethane, and the org...